Dataset: the Open Reaction Database (ORD), a public repository of structured organic reaction records. Task: describe an organic reaction: reactants, conditions, products, and yield The reactants are C(C)(C)OC(=O)N1CCC(CC1)C1CC=2C(=CN=C(C2)Cl)O1 (4-(5-chloro-2,3-dihydro-furo[2,3-c]pyridin-2-yl)-piperidine-1-carboxylic acid isopropyl ester), CS(=O)(=O)C1=CC=C(C=C1)B(O)O (4-(methanesulfonyl)phenylboronic acid). Yields the product C(C)(C)OC(=O)N1CCC(CC1)C1CC=2C(=CN=C(C2)C2=CC=C(C=C2)S(=O)(=O)C)O1 (4-[5-(4-Methanesulfonyl-phenyl)-2,3-dihydro-furo[2,3-c]pyridin-2-yl]-piperidine-1-carboxylic acid isopropyl ester). As a reaction SMILES: [CH:1]([O:4][C:5]([N:7]1[CH2:12][CH2:11][CH:10]([CH:13]2[O:22][C:16]3=[CH:17][N:18]=[C:19](Cl)[CH:20]=[C:15]3[CH2:14]2)[CH2:9][CH2:8]1)=[O:6])([CH3:3])[CH3:2].[CH3:23][S:24]([C:27]1[CH:32]=[CH:31][C:30](B(O)O)=[CH:29][CH:28]=1)(=[O:26])=[O:25]>>[CH:1]([O:4][C:5]([N:7]1[CH2:12][CH2:11][CH:10]([CH:13]2[O:22][C:16]3=[CH:17][N:18]=[C:19]([C:30]4[CH:31]=[CH:32][C:27]([S:24]([CH3:23])(=[O:26])=[O:25])=[CH:28][CH:29]=4)[CH:20]=[C:15]3[CH2:14]2)[CH2:9][CH2:8]1)=[O:6])([CH3:3])[CH3:2]. Reported procedure: The title compound is prepared from 4-(5-chloro-2,3-dihydro-furo[2,3-c]pyridin-2-yl)-piperidine-1-carboxylic acid isopropyl ester and 4-(methanesulfonyl)phenylboronic acid following a procedure analogous to that described in Example 28. LC (method 7): tR=1.26 min; Mass spectrum (ESI+): m/z=445 [M+H]+. The reactants are FC1=CC=C(C=C1)C1=NN2C(C=C(C(=C2)N(S(=O)(=O)C)CCOC)C2=CC(=CC=C2)C(NC(C)(C)C2=CC=CC=C2)=O)=C1C(=O)O (2-(4-fluorophenyl)-6-(N-(2-methoxyethyl)methylsulfonamido)-5-(3-(2-phenylpropan-2-ylcarbamoyl)phenyl)pyrazolo[1,5-a]pyridine-3-carboxylic acid), Cl.CN (methylamine hydrochloride). Yields the product C(C)(=O)[O-].[NH4+] (ammonium acetate), FC1=CC=C(C=C1)C1=NN2C(C=C(C(=C2)N(S(=O)(=O)C)CCOC)C2=CC(=CC=C2)C(NC(C)(C)C2=CC=CC=C2)=O)=C1C(=O)NC (2-(4-fluorophenyl)-6-(N-(2-methoxyethyl)methylsulfonamido)-N-methyl-5-(3-(2-phenylpropan-2-ylcarbamoyl)phenyl)pyrazolo[1,5-a]pyridine-3-carboxamide). RXN SMILES: [F:1][C:2]1[CH:7]=[CH:6][C:5]([C:8]2[C:43]([C:44]([OH:46])=[O:45])=[C:11]3[CH:12]=[C:13]([C:25]4[CH:30]=[CH:29][CH:28]=[C:27]([C:31](=[O:42])[NH:32][C:33]([C:36]5[CH:41]=[CH:40][CH:39]=[CH:38][CH:37]=5)([CH3:35])[CH3:34])[CH:26]=4)[C:14]([N:16]([CH2:21][CH2:22][O:23][CH3:24])[S:17]([CH3:20])(=[O:19])=[O:18])=[CH:15][N:10]3[N:9]=2)=[CH:4][CH:3]=1.Cl.[CH3:48][NH2:49]>>[C:44]([O-:46])(=[O:45])[CH3:43].[NH4+:9].[F:1][C:2]1[CH:3]=[CH:4][C:5]([C:8]2[C:43]([C:44]([NH:49][CH3:48])=[O:46])=[C:11]3[CH:12]=[C:13]([C:25]4[CH:30]=[CH:29][CH:28]=[C:27]([C:31](=[O:42])[NH:32][C:33]([C:36]5[CH:41]=[CH:40][CH:39]=[CH:38][CH:37]=5)([CH3:34])[CH3:35])[CH:26]=4)[C:14]([N:16]([CH2:21][CH2:22][O:23][CH3:24])[S:17]([CH3:20])(=[O:19])=[O:18])=[CH:15][N:10]3[N:9]=2)=[CH:6][CH:7]=1 |f:1.2,3.4|. Reported procedure: 2-(4-fluorophenyl)-6-(N-(2-methoxyethyl)methylsulfonamido)-N-methyl-5-(3-(2-phenylpropan-2-ylcarbamoyl)phenyl)pyrazolo[1,5-a]pyridine-3-carboxamide was prepared from 2-(4-fluorophenyl)-6-(N-(2-methoxyethyl)methylsulfonamido)-5-(3-(2-phenylpropan-2-ylcarbamoyl)phenyl)pyrazolo[1,5-a]pyridine-3-carboxylic acid (0.032 g, 0.049 mmol) and methylamine hydrochloride (0.014 g, 0.19 mmol). The resultant residue was purified using preparative HPLC (Waters—Xbridge, 50×100 mm, 5 micron, C18 column; 0.1M ammo... Reactants: Cc1cc(-c2cccc(C(=O)CC(=O)Nc3cc(Cl)ccc3NC(=O)OC(C)(C)C)c2)ccn1, ClCCl, O=C(O)C(F)(F)F. Yields the product Cc1cc(-c2cccc(C3=Nc4ccc(Cl)cc4NC(=O)C3)c2)ccn1. RXN SMILES: [C:1]([O:2][C:3](=[O:4])[NH:7][c:8]1[c:9]([NH:15][C:16]([CH2:17][C:18](=[O:5])[c:20]2[cH:21][c:22](-[c:26]3[cH:27][c:28]([CH3:32])[n:29][cH:30][cH:31]3)[cH:23][cH:24][cH:25]2)=[O:33])[cH:10][c:11]([Cl:14])[cH:12][cH:13]1)([CH3:6])([CH3:19])[CH3:34].[Cl:42][CH2:43][Cl:44].[F:35][C:36]([F:37])([F:38])[C:39]([OH:40])=[O:41]>>[N:7]1=[C:18]([c:20]2[cH:21][c:22](-[c:26]3[cH:27][c:28]([CH3:32])[n:29][cH:30][cH:31]3)[cH:23][cH:24][cH:25]2)[CH2:17][C:16](=[O:33])[NH:15][c:9]2[c:8]1[cH:13][cH:12][c:11]([Cl:14])[cH:10]2. Starting materials: O=C(Cl)C=Cc1ccccc1, CCOC(C)=O, Cc1ccccc1, Nc1ccc(Cl)cc1, O, c1ccncc1. Product: O=C(C=Cc1ccccc1)Nc1ccc(Cl)cc1. As a reaction SMILES: [C:15]([CH:16]=[CH:17][c:18]1[cH:19][cH:20][cH:21][cH:22][cH:23]1)(=[O:24])[Cl:25].[CH3:26][CH2:27][O:28][C:29](=[O:30])[CH3:31].[CH3:32][c:33]1[cH:34][cH:35][cH:36][cH:37][cH:38]1.[NH2:1][c:2]1[cH:3][cH:4][c:5]([Cl:6])[cH:7][cH:8]1.[OH2:39].[cH:9]1[cH:10][cH:11][n:12][cH:13][cH:14]1>>[NH:1]([c:2]1[cH:3][cH:4][c:5]([Cl:6])[cH:7][cH:8]1)[C:15]([CH:16]=[CH:17][c:18]1[cH:19][cH:20][cH:21][cH:22][cH:23]1)=[O:24].